Dataset: the Open Reaction Database (ORD), a public repository of structured organic reaction records. Task: describe an organic reaction: reactants, conditions, products, and yield Reactants: C(C1=CC=CC=C1)OC1=CC(=C(C(=O)O)C=C1)OC(C)C1=C(C=CC=C1)C (4-benzyloxy-2-(1-o-tolylethoxy)benzoic acid), solution, C(C(=O)Cl)(=O)Cl (oxalyl chloride). The solvent is ClCCl (dichloromethane), ClCCl (dichloromethane). Run at temperature 25 celsius, time 3.5 hour. Product: C(C1=CC=CC=C1)OC1=CC(=C(C(=O)Cl)C=C1)OC(C)C1=C(C=CC=C1)C (4-benzyloxy-2-(1-o-tolylethoxy)benzoyl chloride). Reaction SMILES: [CH2:1]([O:8][C:9]1[CH:17]=[CH:16][C:12]([C:13](O)=[O:14])=[C:11]([O:18][CH:19]([C:21]2[CH:26]=[CH:25][CH:24]=[CH:23][C:22]=2[CH3:27])[CH3:20])[CH:10]=1)[C:2]1[CH:7]=[CH:6][CH:5]=[CH:4][CH:3]=1.C(Cl)(=O)C([Cl:31])=O>ClCCl>[CH2:1]([O:8][C:9]1[CH:17]=[CH:16][C:12]([C:13]([Cl:31])=[O:14])=[C:11]([O:18][CH:19]([C:21]2[CH:26]=[CH:25][CH:24]=[CH:23][C:22]=2[CH3:27])[CH3:20])[CH:10]=1)[C:2]1[CH:7]=[CH:6][CH:5]=[CH:4][CH:3]=1. Reported procedure: A solution of 4-benzyloxy-2-(1-o-tolylethoxy)benzoic acid (2.5 g) in dichloromethane (50 mL) is treated with a 2 M solution of oxalyl chloride in dichloromethane (6.5 mL) and stirred at 25° C. for 3.5 hours. The mixture is evaporated to give 4-benzyloxy-2-(1-o-tolylethoxy)benzoyl chloride as a brown liquid (2.73 g). Reactants: C(=O)(N1C=NC=C1)N1C=NC=C1 (1,1′-carbonyldiimidazole), N[C@@H]1COC=C(C1)N1CCN(CC1)C.O1CC=CC2=C1C=CC=C2 ((S)-3-Amino-5-(4-methylpiperazin-1-yl)-3,4 dihydropyran 2H-1-benzopyran), O1CCN(CC1)C(=O)C1=CC=C(C(=O)O)C=C1 (4-(Morpholinocarbonyl)benzoic acid), C(=O)(N1C=NC=C1)N1C=NC=C1 (1,1′-carbonyldiimidazole). Run in CN(C=O)C (N,N-dimethylformamide), CN(C=O)C (N,N-dimethylformamide). Run at temperature 75 celsius, time 18 hour. Yields the product CN1CCN(CC1)C1=CC=CC2=C1C[C@@H](CO2)NC(C2=CC=C(C=C2)C(=O)N2CCOCC2)=O ((S)-N-[5-(4-Methylpiperazin-1-yl)-3,4 dihydro-2H-1-benzopyran-3-yl)-4-(morpholinocarbonyl)benzamide). The yield is 52.7%. Reaction SMILES: [O:1]1[CH2:6][CH2:5][N:4]([C:7]([C:9]2[CH:17]=[CH:16][C:12]([C:13]([OH:15])=O)=[CH:11][CH:10]=2)=[O:8])[CH2:3][CH2:2]1.C(N1C=CN=C1)([N:20]1C=CN=C1)=O.N[C@H]1C[C:35]([N:37]2[CH2:42][CH2:41][N:40](C)[CH2:39][CH2:38]2)=COC1.[O:44]1[C:49]2[CH:50]=[CH:51][CH:52]=[CH:53][C:48]=2[CH:47]=[CH:46][CH2:45]1>CN(C)C=O>[CH3:35][N:37]1[CH2:42][CH2:41][N:40]([C:53]2[C:48]3[CH2:47][C@H:46]([NH:20][C:13](=[O:15])[C:12]4[CH:11]=[CH:10][C:9]([C:7]([N:4]5[CH2:3][CH2:2][O:1][CH2:6][CH2:5]5)=[O:8])=[CH:17][CH:16]=4)[CH2:45][O:44][C:49]=3[CH:50]=[CH:51][CH:52]=2)[CH2:39][CH2:38]1 |f:2.3|. Procedure: 4-(Morpholinocarbonyl)benzoic acid (100 mg, 0.43 mmol; described in: J. Med. Chem. 1994, 37(26), 4538-4554) and 1,1′-carbonyldiimidazole (76 mg, 0.47 mmol) were dissolved in N,N-dimethylformamide (3 mL) and heated to 75° C. for 3.5 h. Additional 1,1′-carbonyldiimidazole (36 mg, 0.22 mol) was added and the solution was stirred for 30 min. (S)-3-Amino-5-(4-methylpiperazin-1-yl)-3,4 dihydropyran-2H-1-benzopyran (100 mg, 0.40 mmol), dissolved in N,N-dimethylformamide (2 mL), was added and the reacti... Reactants: C(C(=O)O)(=O)O (Oxalic acid), C(C)(C)OCC1=CC=C(CC2=CC=C(C=C2)C=2NCCN2)C=C1 (2-[4-(4-isopropoxymethyl-benzyl)-phenyl]-imidazoline). Yields the product C(C(=O)O)(=O)O.C(C)(C)OCC1=CC=C(CC2=CC=C(C=C2)C=2NCCN2)C=C1 (2-[4-(4-isopropoxymethyl-benzyl)-phenyl]-imidazoline oxalate). As a reaction SMILES: [C:1]([OH:6])(=[O:5])[C:2]([OH:4])=[O:3].[CH:7]([O:10][CH2:11][C:12]1[CH:29]=[CH:28][C:15]([CH2:16][C:17]2[CH:22]=[CH:21][C:20]([C:23]3[NH:24][CH2:25][CH2:26][N:27]=3)=[CH:19][CH:18]=2)=[CH:14][CH:13]=1)([CH3:9])[CH3:8]>>[C:1]([OH:6])(=[O:5])[C:2]([OH:4])=[O:3].[CH:7]([O:10][CH2:11][C:12]1[CH:29]=[CH:28][C:15]([CH2:16][C:17]2[CH:22]=[CH:21][C:20]([C:23]3[NH:27][CH2:26][CH2:25][N:24]=3)=[CH:19][CH:18]=2)=[CH:14][CH:13]=1)([CH3:9])[CH3:8] |f:2.3|. Procedure: Oxalic acid (129 mg, 1.43 mmol) was added to 2-[4-(4-isopropoxymethyl-benzyl)-phenyl]-imidazoline and recrystallized from acetone to give 2-[4-(4-isopropoxymethyl-benzyl)-phenyl]-imidazoline oxalate (507 mg) as a white crystalline solid, m.p. 156.3-156.7° C.; Analysis for C20H25N3O.C2H2O4: Calc.: C, 63.91; H, 6.58; N, 10.16; Found: C, H, 6.53; N, 10.24. The reactants are Cl (HCl), C1(=CC=CC=C1)C(CC=O)C (3-phenylbutyraldehyde), C(C)(=O)[O-].[NH4+] (ammonium acetate), C(#N)[BH3-].[Na+] (sodium cyanoborohydride). The solvent is CO (methanol). Conditions: time 8 hour. The product is C1(=CC=CC=C1)C(CCN)C (3-phenylbutylamine). Reaction SMILES: [C:1]1([CH:7]([CH3:11])[CH2:8][CH:9]=O)[CH:6]=[CH:5][CH:4]=[CH:3][CH:2]=1.C([O-])(=O)C.[NH4+].C([BH3-])#[N:18].[Na+].Cl>CO>[C:1]1([CH:7]([CH3:11])[CH2:8][CH2:9][NH2:18])[CH:6]=[CH:5][CH:4]=[CH:3][CH:2]=1 |f:1.2,3.4|. Procedure details: A mixture of 3-phenylbutyraldehyde (3 ml, 20.18 mmol), ammonium acetate (15 g, 195 mmol) and sodium cyanoborohydride (900 mg, 14.32 mmol) in methanol (50 ml) was stirred overnight under an argon atmosphere. The reaction was acidified to pH 2 by the addition of conc HCl. The solvent was evaporated, dichloromethane and water were added, and the aqueous layer was made basic (pH 12) by the addition of solid potassium hydroxide. Extraction (dichloromethane) and concentration gave the title compound a... Reactants: O1N=C(C2=C1C=CC=C2)CC(=O)O (1,2-benzisoxazole-3-acetic acid), CCOCC (ether). Run in CO (methanol). Yields the product O1N=C(C2=C1C=CC=C2)CC(=O)OC (methyl 1,2-benzisoxazole-3-acetate). As a reaction SMILES: [O:1]1[C:5]2[CH:6]=[CH:7][CH:8]=[CH:9][C:4]=2[C:3]([CH2:10][C:11]([OH:13])=[O:12])=[N:2]1.[CH3:14]COCC>CO>[O:1]1[C:5]2[CH:6]=[CH:7][CH:8]=[CH:9][C:4]=2[C:3]([CH2:10][C:11]([O:13][CH3:14])=[O:12])=[N:2]1. Reported procedure: A solution of 1,2-benzisoxazole-3-acetic acid (prepared according to G. Casini et al, J. Het. Chem. 6, 1969, 279) (18 g), ether saturated with dry HCI (150 ml) and methanol (200 ml) was stirred for 2 h at room temperature. Removal of the volatiles in vacuo gave methyl 1,2-benzisoxazole-3-acetate (17 g) as an oil.